Dataset: the Open Reaction Database (ORD), a public repository of structured organic reaction records. Task: describe an organic reaction: reactants, conditions, products, and yield Starting materials: compound VII, C(=O)(C(F)(F)F)O (TFA), compound III, Compound VI, C(C)(C)(C)OC(CC(C1=CC=CC=C1)NC(=O)C=1SC(=CC1)C(NCCCNC(=O)OC(C)(C)C)=O)=O (3-{[5-(3-tert-Butoxycarbonylamino-propylcarbamoyl)-thiophene-2-carbonyl]-amino}-3-phenyl-propionic acid tert-butyl ester). Solvent: ClCCl (dichloromethane). Product: FC(C(=O)O)(F)F.NCCCNC(=O)C1=CC=C(S1)C(=O)NC(CC(=O)O)C1=CC=CC=C1 (3-{[5-(3-Amino-propylcarbamoyl)-thiophene-2-carbonyl]-amino}-3-phenyl-propionic acid trifluoroacetic acid salt). As a reaction SMILES: C([O:5][C:6](=[O:37])[CH2:7][CH:8]([NH:15][C:16]([C:18]1[S:19][C:20]([C:23](=[O:36])[NH:24][CH2:25][CH2:26][CH2:27][NH:28]C(OC(C)(C)C)=O)=[CH:21][CH:22]=1)=[O:17])[C:9]1[CH:14]=[CH:13][CH:12]=[CH:11][CH:10]=1)(C)(C)C.[C:38]([OH:44])([C:40]([F:43])([F:42])[F:41])=[O:39]>ClCCl>[F:41][C:40]([F:43])([F:42])[C:38]([OH:44])=[O:39].[NH2:28][CH2:27][CH2:26][CH2:25][NH:24][C:23]([C:20]1[S:19][C:18]([C:16]([NH:15][CH:8]([C:9]2[CH:10]=[CH:11][CH:12]=[CH:13][CH:14]=2)[CH2:7][C:6]([OH:37])=[O:5])=[O:17])=[CH:22][CH:21]=1)=[O:36] |f:3.4|. Reported procedure: With continued reference to Scheme G, preparation of compound VII was carried out using the procedure described for compound III. Compound VI: 3-{[5-(3-tert-Butoxycarbonylamino-propylcarbamoyl)-thiophene-2-carbonyl]-amino}-3-phenyl-propionic acid tert-butyl ester (200 mg, 0.704 mmol) was dissolved in 4.0 ml of anhydrous dichloromethane and 4.0 ml of anhydrous TFA. This reaction mixture was left stirring over night at room temperature. The solvents were evaporated under reduced pressure and the r... Reactants: CC1(C(=CC=C(C1)CC(=O)OC)C1=CC=CC=C1)C (2,2-dimethyl-(4-biphenyl)acetic acid, methyl ester), [OH-].[Na+] (sodium hydroxide), Cl (HCl). Solvent: C(C)O (ethanol), O (water). Product: CC1(C(=CC=C(C1)CC(=O)O)C1=CC=CC=C1)C (2,2-dimethyl-(4-biphenyl)acetic acid). Isolated yield 34.5%. RXN SMILES: [CH3:1][C:2]1([CH3:19])[CH2:7][C:6]([CH2:8][C:9]([O:11]C)=[O:10])=[CH:5][CH:4]=[C:3]1[C:13]1[CH:18]=[CH:17][CH:16]=[CH:15][CH:14]=1.[OH-].[Na+].Cl>C(O)C.O>[CH3:1][C:2]1([CH3:19])[CH2:7][C:6]([CH2:8][C:9]([OH:11])=[O:10])=[CH:5][CH:4]=[C:3]1[C:13]1[CH:14]=[CH:15][CH:16]=[CH:17][CH:18]=1 |f:1.2|. Reported procedure: A mixture of 2,2-dimethyl-(4-biphenyl)acetic acid, methyl ester (4.18 g, 16.5 mmol) and sodium hydroxide (3.29 g) in ethanol (57 mL) and water (25 mL) was heated under reflux for 18 hours. The mixture was cooled to rt and acidified to pH 2 with 6N HCl. The precipitate was collected by filtration, and recrystallized from ether to give 2,2-dimethyl-(4-biphenyl)acetic acid (1.37 g, 5.7 mmol, 35%). Reactants: C1(=CC=CC=C1)[C@@H]1NC(OC1)=O ((S)-4-phenyloxazolidin-2-one), [H-].[Na+] (sodium hydride), oil, BrCC(=O)OCC (ethyl bromoacetate), [OH-].[Na+] (NaOH). Solvent: C1CCOC1 (THF). Reaction conditions: time 2 hour. Product: C1(=CC=CC=C1)[C@@H]1N(C(OC1)=O)CC(=O)O ((S)-4-phenyloxazolidin-2-one-3-ylacetic acid). Isolated yield 91.9%. Reaction SMILES: [C:1]1([C@H:7]2[CH2:11][O:10][C:9](=[O:12])[NH:8]2)[CH:6]=[CH:5][CH:4]=[CH:3][CH:2]=1.[H-].[Na+].Br[CH2:16][C:17]([O:19]CC)=[O:18].[OH-].[Na+]>C1COCC1>[C:1]1([C@H:7]2[CH2:11][O:10][C:9](=[O:12])[N:8]2[CH2:16][C:17]([OH:19])=[O:18])[CH:2]=[CH:3][CH:4]=[CH:5][CH:6]=1 |f:1.2,4.5|. Procedure details: To a stirred, 0° C. solution of (S)-4-phenyloxazolidin-2-one (1.07 g, 6.54 mmol) in 15 mL of THF was added sodium hydride (0.32 g of a 60% oil dispersoin, 8.0 mmol). When gas evolution had ceased (ca. 10 minutes), ethyl bromoacetate (0.87 mL, 7.8 mmol) was added. After 2 hours at 0° C., the mixture was treated with 50 mL of 2N aqueous NaOH, stirred rapidly for 1 hour at room temperature, and then partitioned between hexane (50 mL) and water (50 mL). The aqueous layer was separated, acidified wit... Reactants: ClC1=C(NC(=C1Cl)C)C(=O)N[C@H]1[C@H](CN(CC1)C(=O)OCC)OCCC (ethyl (3S,4R)-4-{[(3,4-dichloro-5-methyl-1H-pyrrol-2-yl)carbonyl]amino}-3-propoxypiperidine-1-carboxylate), ClC1=C(NC(=C1Cl)C)C(=O)N[C@H]1[C@H](CN(CC1)C(=O)OCC)OCCC (ethyl (3S,4R)-4-{[(3,4-dichloro-5-methyl-1H-pyrrol-2-yl)carbonyl]amino}-3-propoxypiperidine-1-carboxylate), [OH-].[K+] (potassium hydroxide), O.NN (hydrazine hydrate), O (water). Solvent: C(CO)O (ethylene glycol). Yields the product ClC1=C(NC(=C1Cl)C)C(=O)N[C@H]1[C@H](CNCC1)OCCC (3,4-dichloro-5-methyl-N-[(3S,4R)-3-propoxypiperidin-4-yl]-1H-pyrrole-2-carboxamide). Yield: 0.1%. RXN SMILES: [Cl:1][C:2]1[C:6]([Cl:7])=[C:5]([CH3:8])[NH:4][C:3]=1[C:9]([NH:11][C@@H:12]1[CH2:17][CH2:16][N:15](C(OCC)=O)[CH2:14][C@@H:13]1[O:23][CH2:24][CH2:25][CH3:26])=[O:10].[OH-].[K+].O.NN.O>C(O)CO>[Cl:1][C:2]1[C:6]([Cl:7])=[C:5]([CH3:8])[NH:4][C:3]=1[C:9]([NH:11][C@@H:12]1[CH2:17][CH2:16][NH:15][CH2:14][C@@H:13]1[O:23][CH2:24][CH2:25][CH3:26])=[O:10] |f:1.2,3.4|. Procedure: A solution of ethyl (3S,4R)-4-{[(3,4-dichloro-5-methyl-1H-pyrrol-2-yl)carbonyl]amino}-3-propoxypiperidine-1-carboxylate (Intermediate 77, 3.3 g, 8.12 mmol) potassium hydroxide (4.55 g, 81.2 mmol), and hydrazine hydrate (4.06 g, 81.2 mmol) in ethylene glycol (100 mL) was stirred for 60 h at 120° C. The reaction mixture was cooled to room temperature and poured into water (300 mL) and extracted with ethyl acetate (2×300 mL). The combined organic extracts were dried over anhydrous sodium sulphate, ... Reactants: ClC1=NC(=C2N=CN(C2=N1)[C@H]1[C@@H]([C@@H]([C@@H]2C[C@H]12)O)O)NCC1=CC(=CC=C1)C#CCCCCCC#C ((1R,2R,3S,4R,5S)-4-(2-Chloro-6-(3-(nona-1,8-diynyl)benzylamino)-9H-purin-9-yl) bicyclo[3.1.0]hexane-2,3-diol), ClC1=NC(=C2N=CN(C2=N1)[C@H]1[C@@H]([C@@H]([C@@H]2C[C@H]12)O)O)NCC1=CC(=CC=C1)C#CCCCC=1N=NN(C1)C1=CC(=C(C=C1)F)[N+](=O)[O-] ((1R,2R,3S,4R,5S)-4-(2-Chloro-6-(3-(5-(1-(4-fluoro-3-nitrophenyl)-1H-1,2,3-triazol-4-yl)pent-1-ynyl)benzylamino)-9H-purin-9-yl)-bicyclo[3.1.0]hexane-2,3-diol). Yields the product ClC1=NC(=C2N=CN(C2=N1)[C@H]1[C@@H]([C@@H]([C@@H]2C[C@H]12)O)O)NCC1=CC(=CC=C1)C#CCCCCCC=1N=NN(C1)C1=CC(=C(C=C1)F)[N+](=O)[O-] ((1R,2R,3S,4R,5S)-4-(2-Chloro-6-(3-(7-(1-(4-fluoro-3-nitrophenyl)-1H-1,2,3-triazol-4-yl)hept-1-ynyl)benzylamino)-9H-purin-9-yl)bicyclo[3.1.0]hexane-2,3-diol). Isolated yield 91.0%. RXN SMILES: [Cl:1][C:2]1[N:10]=[C:9]2[C:5]([N:6]=[CH:7][N:8]2[C@@H:11]2[C@@H:16]3[C@@H:14]([CH2:15]3)[C@@H:13]([OH:17])[C@H:12]2[OH:18])=[C:4]([NH:19][CH2:20][C:21]2[CH:26]=[CH:25][CH:24]=[C:23]([C:27]#[C:28][CH2:29][CH2:30][CH2:31][CH2:32][CH2:33][C:34]#[CH:35])[CH:22]=2)[N:3]=1.ClC1N=C2C(N=CN2[C@@H]2[C@@H]3[C@@H](C3)[C@@H](O)[C@H]2O)=C(NCC2C=CC=C(C#CCCCC3[N:68]=[N:69][N:70]([C:72]4[CH:77]=[CH:76][C:75]([F:78])=[C:74]([N+:79]([O-:81])=[O:80])[CH:73]=4)C=3)C=2)N=1>>[Cl:1][C:2]1[N:10]=[C:9]2[C:5]([N:6]=[CH:7][N:8]2[C@@H:11]2[C@@H:16]3[C@@H:14]([CH2:15]3)[C@@H:13]([OH:17])[C@H:12]2[OH:18])=[C:4]([NH:19][CH2:20][C:21]2[CH:26]=[CH:25][CH:24]=[C:23]([C:27]#[C:28][CH2:29][CH2:30][CH2:31][CH2:32][CH2:33][C:34]3[N:68]=[N:69][N:70]([C:72]4[CH:77]=[CH:76][C:75]([F:78])=[C:74]([N+:79]([O-:81])=[O:80])[CH:73]=4)[CH:35]=3)[CH:22]=2)[N:3]=1. Procedure details: Compound 216 (91%) was synthesized from compound 213 following the same procedure as for compound 214. 1H NMR (CD3OD, 400 MHz) δ 8.56-8.54 (m, 1H), 8.40 (s, 1H), 8.13-8.18 (m, 2H), 7.60 (t, J=8.8 Hz, 1H), 7.37 (s, 1H), 7.30 (d, J=6.8 Hz, 1H), 7.24-7.21 (m, 2H), 4.79 (s, 1H), 4.72-4.69 (m, 3H), 3.90 (d, J=6.4 Hz, 1H), 2.84 (t, J=7.2 Hz, 2H), 2.45 (t, J=6.8 Hz, 2H), 2.01-1.95 (m, 1H), 1.86-1.79 (m, 2H), 1.68-1.58 (m, 5H), 1.33-1.30 (m, 1H), 0.82-0.72 (m, 1H). HRMS calculated for C33H32ClFN9O4 (M+H...